This data is from the Open Reaction Database (ORD), a public repository of structured organic reaction records. The task is: describe an organic reaction: reactants, conditions, products, and yield The reactants are N(=NC(=O)N1CCCCC1)C(=O)N1CCCCC1 (1,1′-(azodicarbonyl)dipiperidine), COC=1C=C(C=CC1OCC=1N=C(SC1C)N1CCOCC1)CO ({3-methoxy-4-[(5-methyl-2-morpholin-4-yl-1,3-thiazol-4-yl)methoxy]phenyl}methanol), OC1=NN(C=C1C=O)C1=CC=CC=C1 (3-hydroxy-1-phenyl-1H-pyrazole-4-carbaldehyde), C(CCC)P(CCCC)CCCC (tributylphosphine). Solvent: O1CCCC1 (tetrahydrofuran). Conditions: time 15 hour. Product: COC=1C=C(COC2=NN(C=C2C=O)C2=CC=CC=C2)C=CC1OCC=1N=C(SC1C)N1CCOCC1 (3-({3-methoxy-4-[(5-methyl-2-morpholin-4-yl-1,3-thiazol-4-yl)methoxy]benzyl}oxy)-1-phenyl-1H-pyrazole-4-carbaldehyde). Isolated yield 56.5%. As a reaction SMILES: [CH3:1][O:2][C:3]1[CH:4]=[C:5]([CH2:23][OH:24])[CH:6]=[CH:7][C:8]=1[O:9][CH2:10][C:11]1[N:12]=[C:13]([N:17]2[CH2:22][CH2:21][O:20][CH2:19][CH2:18]2)[S:14][C:15]=1[CH3:16].O[C:26]1[C:30]([CH:31]=[O:32])=[CH:29][N:28]([C:33]2[CH:38]=[CH:37][CH:36]=[CH:35][CH:34]=2)[N:27]=1.C(P(CCCC)CCCC)CCC.N(C(N1CCCCC1)=O)=NC(N1CCCCC1)=O>O1CCCC1>[CH3:1][O:2][C:3]1[CH:4]=[C:5]([CH:6]=[CH:7][C:8]=1[O:9][CH2:10][C:11]1[N:12]=[C:13]([N:17]2[CH2:22][CH2:21][O:20][CH2:19][CH2:18]2)[S:14][C:15]=1[CH3:16])[CH2:23][O:24][C:26]1[C:30]([CH:31]=[O:32])=[CH:29][N:28]([C:33]2[CH:34]=[CH:35][CH:36]=[CH:37][CH:38]=2)[N:27]=1. Reported procedure: To a mixture of {3-methoxy-4-[(5-methyl-2-morpholin-4-yl-1,3-thiazol-4-yl)methoxy]phenyl}methanol (2.00 g), 3-hydroxy-1-phenyl-1H-pyrazole-4-carbaldehyde (1.19 g), tributylphosphine (1.74 g) and tetrahydrofuran (100 mL) was added 1,1′-(azodicarbonyl)dipiperidine (2.17 g) at room temperature, and the mixture was stirred for 15 hrs. The precipitated crystals were removed by filtration and the filtrate was concentrated. The residue was subjected to silica gel column chromatography to give 3-({3-met...